From a dataset of the Open Reaction Database (ORD), a public repository of structured organic reaction records. describe an organic reaction: reactants, conditions, products, and yield The reactants are O=C=Nc1ccc(Cl)cc1, NC1N=C(c2ccccc2F)c2ccccc2NC1=O, C1CCOC1. Yields the product O=C(Nc1ccc(Cl)cc1)NC1N=C(c2ccccc2F)c2ccccc2NC1=O. Reaction SMILES: [Cl:21][c:22]1[cH:23][cH:24][c:25]([N:28]=[C:29]=[O:30])[cH:26][cH:27]1.[NH2:1][CH:2]1[C:3](=[O:20])[NH:4][c:5]2[c:6]([cH:16][cH:17][cH:18][cH:19]2)[C:7]([c:9]2[c:10]([F:15])[cH:11][cH:12][cH:13][cH:14]2)=[N:8]1.[O:31]1[CH2:32][CH2:33][CH2:34][CH2:35]1>>[NH:1]([CH:2]1[C:3](=[O:20])[NH:4][c:5]2[c:6]([cH:16][cH:17][cH:18][cH:19]2)[C:7]([c:9]2[c:10]([F:15])[cH:11][cH:12][cH:13][cH:14]2)=[N:8]1)[C:29]([NH:28][c:25]1[cH:24][cH:23][c:22]([Cl:21])[cH:27][cH:26]1)=[O:30].